Dataset: the Open Reaction Database (ORD), a public repository of structured organic reaction records. Task: describe an organic reaction: reactants, conditions, products, and yield Reactants: CC=1N=C(N=NC1C1=CC=CC=C1)SC (5-methyl-3-methylthio-6-phenyl-1,2,4-triazine), O.NN (hydrazine hydrate). The solvent is C(C)O (ethanol). The product is N(N)C=1N=NC(=C(N1)C)C1=CC=CC=C1 (3-hydrazino-5-methyl-6-phenyl-1,2,4-triazine). Reaction SMILES: [CH3:1][C:2]1[N:3]=[C:4](SC)[N:5]=[N:6][C:7]=1[C:8]1[CH:13]=[CH:12][CH:11]=[CH:10][CH:9]=1.O.[NH2:17][NH2:18]>C(O)C>[NH:17]([C:4]1[N:5]=[N:6][C:7]([C:8]2[CH:13]=[CH:12][CH:11]=[CH:10][CH:9]=2)=[C:2]([CH3:1])[N:3]=1)[NH2:18] |f:1.2|. Reported procedure: A solution of 5-methyl-3-methylthio-6-phenyl-1,2,4-triazine (7 g) and hydrazine hydrate (5 ml) in ethanol (15 ml) was heated under reflux for 8 hours. The reaction mixture was evaporated and the resultant residue was washed with water, dried and recrystallized from a mixture of ethanol and water (5:3) to give crystals of 3-hydrazino-5-methyl-6-phenyl-1,2,4-triazine (3.76 g), m.p. 136.5°~137.5° C. The reactants are CCOC(C)=O, CCCCCC, O=Cc1ccccc1-c1ccc(C(=O)N2Cc3ccc(C(=O)NCc4cccnc4)n3Cc3ccccc32)cc1. Product: O=C(NCc1cccnc1)c1ccc2n1Cc1ccccc1N(C(=O)c1ccc(-c3ccccc3CO)cc1)C2. Reaction SMILES: [C:47]([O:48][CH2:49][CH3:50])(=[O:51])[CH3:52].[CH3:41][CH2:42][CH2:43][CH2:44][CH2:45][CH3:46].[CH:1](=[O:2])[c:3]1[c:4](-[c:9]2[cH:10][cH:11][c:12]([C:15](=[O:16])[N:17]3[CH2:18][c:19]4[n:20]([c:28]([C:31](=[O:32])[NH:33][CH2:34][c:35]5[cH:36][n:37][cH:38][cH:39][cH:40]5)[cH:29][cH:30]4)[CH2:21][c:22]4[c:23]3[cH:24][cH:25][cH:26][cH:27]4)[cH:13][cH:14]2)[cH:5][cH:6][cH:7][cH:8]1>>[CH2:1]([OH:2])[c:3]1[c:4](-[c:9]2[cH:10][cH:11][c:12]([C:15](=[O:16])[N:17]3[CH2:18][c:19]4[n:20]([c:28]([C:31](=[O:32])[NH:33][CH2:34][c:35]5[cH:36][n:37][cH:38][cH:39][cH:40]5)[cH:29][cH:30]4)[CH2:21][c:22]4[c:23]3[cH:24][cH:25][cH:26][cH:27]4)[cH:13][cH:14]2)[cH:5][cH:6][cH:7][cH:8]1. Solvent: O1CCOCC1 (1,4-dioxane), C1(=CC=CC=C1)C (toluene). Starting materials: C(C)(=O)N (acetamide), ClCC(CC(=O)OC)=O (methyl chloroacetoacetate). Conditions: temperature 120 celsius. Reported procedure: A mixture of acetamide (1.312 g, 22.21 mmol) and methyl chloroacetoacetate in 20 mL of 1,4-dioxane and 20 mL of toluene was heated at 120° C. for 4 hours. The solution was concentrated and the residue was purified by silica gel chromatography using a hexanes/EtOAc gradient to give the indicated compound (a pale yellow oil). 1H NMR (CDCl3, 500 MHz) δ 7.58 (1H, s), 3.78 (3H, s), 3.64 (2H, s), 2.51 (3H, s). RXN SMILES: [C:1]([NH2:4])(=[O:3])[CH3:2].Cl[CH2:6][C:7](=O)[CH2:8][C:9]([O:11][CH3:12])=[O:10]>O1CCOCC1.C1(C)C=CC=CC=1>[CH3:2][C:1]1[O:3][CH:6]=[C:7]([CH2:8][C:9]([O:11][CH3:12])=[O:10])[N:4]=1. Product: CC=1OC=C(N1)CC(=O)OC (methyl (2-methyl-1,3-oxazol-4-yl)acetate). The reactants are FC(C(=O)O)(F)F.C(C)(C)N(C(C)C)CC (N,N-diisopropylethylamine trifluoroacetate), COCCN1C(CNCC1)=O (1-(2-Methoxyethyl)-2-oxopiperazine), FC=1C=C(C=CC1F)[N+](=O)[O-] (3,4-difluoronitrobenzene), C(C)(C)N(C(C)C)CC (N,N-diisopropylethylamine). The solvent is C(C)#N (acetonitrile). Product: FC=1C=C(C=CC1N1CC(N(CC1)CCOC)=O)[N+](=O)[O-] (3-fluoro-4-(4-{2-methoxyethyl}-3-oxopiperazin-1-yl)nitrobenzene). As a reaction SMILES: [CH3:1][O:2][CH2:3][CH2:4][N:5]1[CH2:10][CH2:9][NH:8][CH2:7][C:6]1=[O:11].C(N(CC)C(C)C)(C)C.[F:21][C:22]1[CH:23]=[C:24]([N+:29]([O-:31])=[O:30])[CH:25]=[CH:26][C:27]=1F.FC(F)(F)C(O)=O.C(N(CC)C(C)C)(C)C>C(#N)C>[F:21][C:22]1[CH:23]=[C:24]([N+:29]([O-:31])=[O:30])[CH:25]=[CH:26][C:27]=1[N:8]1[CH2:9][CH2:10][N:5]([CH2:4][CH2:3][O:2][CH3:1])[C:6](=[O:11])[CH2:7]1 |f:3.4|. Reported procedure: 1-(2-Methoxyethyl)-2-oxopiperazine (4TFA salt, 13.5 g) was dissolved in acetonitrile (200 ml), and N,N-diisopropylethylamine (22.6 ml) followed by 3,4-difluoronitrobenzene (2.2 ml) were added. The mixture was heated to reflux for 18 hours. Solvent was evaporated, and the residue chromatographed on silica, using as eluant a gradient increasing in polarity from 0 to 4% methanol in dichloromethane. Relevant fractions were combined and evaporated to give a solid containing some N,N-diisopropylethyla... Starting materials: CON1C(CC(CC1(C)C)=O)(C)C (1-Methoxy-2,2,6,6-tetramethyl-piperidin-4-one), [C-]#N.[K+] (potassium cyanide), C([O-])([O-])=O.[NH4+].[NH4+] (ammonium carbonate), O.C(C)O (water ethanol). Run at temperature 50 celsius, time 24 hour. Product: CON1C(CC2(C(NC(N2)=O)=O)CC1(C)C)(C)C (8-Methoxy-7,7,9,9-tetramethyl-1,3,8-triaza-spiro[4.5]decane-2,4-dione). As a reaction SMILES: [CH3:1][O:2][N:3]1[C:8]([CH3:10])([CH3:9])[CH2:7][C:6](=O)[CH2:5][C:4]1([CH3:13])[CH3:12].[C-]#N.[K+].[C:17](=[O:20])([O-])[O-].[NH4+:21].[NH4+:22].O.[CH2:24]([OH:26])C>>[CH3:1][O:2][N:3]1[C:8]([CH3:10])([CH3:9])[CH2:7][C:6]2([NH:22][C:24](=[O:26])[NH:21][C:17]2=[O:20])[CH2:5][C:4]1([CH3:13])[CH3:12] |f:1.2,3.4.5,6.7|. Reported procedure: A mixture of 1.0 g 1-Methoxy-2,2,6,6-tetramethyl-piperidin-4-one, 527 mg potassium cyanide and 3.11 g ammonium carbonate in 21 ml water/ethanol (2:1) is stirred at 50° C. After several hours of stirring a white precipitate forms. Stirring is continued for 24 h, whereupon the precipitate is isolated by filtration. The filter cake is washed with water and ethanol and dried in vacuo. The product is obtained as a white solid, 0.99 g. Reactants: C1(CCCCC1)N (cyclohexylamine), FC1=NC(=CC(=N1)F)OC (2,4-difluoro-6-methoxypyrimidine), C(CCC)OCCCC (butyl ether). Reaction conditions: time 1 hour. Product: C1(CCCCC1)NC1=NC(=CC(=N1)F)OC (2-cyclohexylamino-4-fluoro-6-methoxypyrimidine). RXN SMILES: [CH:1]1([NH2:7])[CH2:6][CH2:5][CH2:4][CH2:3][CH2:2]1.F[C:9]1[N:14]=[C:13]([F:15])[CH:12]=[C:11]([O:16][CH3:17])[N:10]=1.C(OCCCC)CCC>>[CH:1]1([NH:7][C:9]2[N:14]=[C:13]([F:15])[CH:12]=[C:11]([O:16][CH3:17])[N:10]=2)[CH2:6][CH2:5][CH2:4][CH2:3][CH2:2]1. Procedure: 10.1 g (0.102 mol) of cyclohexylamine were added at 0°-to 2° C. to a mixture of 7.3 g (0.05 mol) of 2,4-difluoro-6-methoxypyrimidine in 50 ml of methyl t.-butyl ether within 15 minutes. After 1 hour at 0° C. and 3 hours at 25° C., the resulting precipitate was filtered off, and the filtrate was washed with water, dried over magnesium sulfate and concentrated. 8.3 g (73.8% of theory) of the title compound were isolated as an oil (nD23 =1.5211) after chromatography of the residue obtained in this ... Reactants: ( 24 ), SC=1SC2=NC=CC=C2N1 (2-mercaptothiazolo[5,4-b]pyridine), ( 700 ), C(C)(=O)OCC (ethyl acetate), C([O-])([O-])=O.[K+].[K+] (potassium carbonate), C(CCC)OC(CCl)=O (chloroacetic acid n-butyl ester). Run in CN(C=O)C (N,N-dimethylformamide). The product is C(CCC)OC(=O)CSC=1SC2=NC=CC=C2N1 (2-[(n-butoxycarbonylmethyl)thio]thiazolo[5,4-b]pyridine). Isolated yield 99.0%. As a reaction SMILES: [SH:1][C:2]1[S:3][C:4]2[C:9]([N:10]=1)=[CH:8][CH:7]=[CH:6][N:5]=2.C(=O)([O-])[O-].[K+].[K+].[CH2:17]([O:21][C:22](=[O:25])[CH2:23]Cl)[CH2:18][CH2:19][CH3:20].C(OCC)(=O)C>CN(C)C=O>[CH2:17]([O:21][C:22]([CH2:23][S:1][C:2]1[S:3][C:4]2[C:9]([N:10]=1)=[CH:8][CH:7]=[CH:6][N:5]=2)=[O:25])[CH2:18][CH2:19][CH3:20] |f:1.2.3|. Procedure details: Twenty-four (24) g of 2-mercaptothiazolo[5,4-b]pyridine was dissolved in 300 ml of N,N-dimethylformamide, and 43.3 g of potassium carbonate and 23.65 g of chloroacetic acid n-butyl ester were added to the solution, followed by one-hour stirring at room temperature. Seven hundred (700) ml of ethyl acetate was added to the solution, which was then washed with water three times, dehydrated over magnesium sulfate, dried and distilled to remove the solvent to obtain the title compound (39.9 g, 99%).